This data is from the Open Reaction Database (ORD), a public repository of structured organic reaction records. The task is: describe an organic reaction: reactants, conditions, products, and yield Reactants: CN(C(=S)N)C (N,N-dimethylthiourea), C(C1=CC=CC=C1)(C1=CC=CC=C1)OC(=O)C=1N2C(C(C2SCC1C=CN(C)C)NC(=O)OC(C)(C)C)=O (2-benzhydryloxycarbonyl-7-t-butoxycarbonylamino-3-(2-dimethylamino-vinyl)-8-oxo-5-thia-1-azabicyclo[4.2.0]oct-2-ene). Yields the product C(C1=CC=CC=C1)(C1=CC=CC=C1)OC(=O)C=1N2C(C(C2SCC1C1=CN=C(S1)N(C)C)NC(=O)OC(C)(C)C)=O (2-benzhydryloxycarbonyl-7-t-butoxycarbonylamino-3-(2-dimethylamino-thiazol-5-yl)-8-oxo-5-thia-1-azabicyclo[4.2.0]oct-2-ene). Reaction SMILES: [CH3:1][N:2]([CH3:6])[C:3]([NH2:5])=[S:4].[CH:7]([O:20][C:21]([C:23]1[N:24]2[CH:27]([S:28][CH2:29][C:30]=1[CH:31]=[CH:32]N(C)C)[CH:26]([NH:36][C:37]([O:39][C:40]([CH3:43])([CH3:42])[CH3:41])=[O:38])[C:25]2=[O:44])=[O:22])([C:14]1[CH:19]=[CH:18][CH:17]=[CH:16][CH:15]=1)[C:8]1[CH:13]=[CH:12][CH:11]=[CH:10][CH:9]=1>>[CH:7]([O:20][C:21]([C:23]1[N:24]2[CH:27]([S:28][CH2:29][C:30]=1[C:31]1[S:4][C:3]([N:2]([CH3:6])[CH3:1])=[N:5][CH:32]=1)[CH:26]([NH:36][C:37]([O:39][C:40]([CH3:42])([CH3:41])[CH3:43])=[O:38])[C:25]2=[O:44])=[O:22])([C:8]1[CH:9]=[CH:10][CH:11]=[CH:12][CH:13]=1)[C:14]1[CH:19]=[CH:18][CH:17]=[CH:16][CH:15]=1. Procedure: The working method of Example 2 is followed, but replacing the thiourea by N,N-dimethylthiourea (5.25 g) and starting with 2-benzhydryloxycarbonyl-7-t-butoxycarbonylamino-3-(2-dimethylamino-vinyl)-8-oxo-5-thia-1-azabicyclo[4.2.0]oct-2-ene (E-form) (21.4 g). The product obtained is chromatographed on a column (diameter: 4.5 cm) containing silica gel (0.2-0.06 mm)(500 cc), elution being carried out with methylene chloride (5 liters) and then with mixtures of methylene chloride and ethyl acetate, n... Yield: 58.3%. Starting materials: BrC(Br)(Br)Br, ClCCl, COC(c1ccc(C(F)(F)F)cc1CO)C1CCCCC1, c1ccc(P(c2ccccc2)c2ccccc2)cc1. The product is COC(c1ccc(C(F)(F)F)cc1CBr)C1CCCCC1. Reaction SMILES: [C:22]([Br:23])([Br:24])([Br:25])[Br:26].[CH2:46]([Cl:47])[Cl:48].[CH:1]1([CH:7]([c:8]2[c:9]([CH2:18][OH:19])[cH:10][c:11]([C:14]([F:15])([F:16])[F:17])[cH:12][cH:13]2)[O:20][CH3:21])[CH2:2][CH2:3][CH2:4][CH2:5][CH2:6]1.[c:27]1([P:28]([c:29]2[cH:30][cH:31][cH:32][cH:33][cH:34]2)[c:35]2[cH:36][cH:37][cH:38][cH:39][cH:40]2)[cH:41][cH:42][cH:43][cH:44][cH:45]1>>[CH:1]1([CH:7]([c:8]2[c:9]([CH2:18][Br:23])[cH:10][c:11]([C:14]([F:15])([F:16])[F:17])[cH:12][cH:13]2)[O:20][CH3:21])[CH2:2][CH2:3][CH2:4][CH2:5][CH2:6]1. The reactants are B, Cl, [Na+], C1CCOC1, C1CCOC1, O=C([O-])O, O=C(CNCc1ccccc1)Nc1ccc2[nH]ncc2c1. The product is c1ccc(CNCCNc2ccc3[nH]ncc3c2)cc1. Reaction SMILES: [BH3:27].[ClH:28].[Na+:29].[O:22]1[CH2:23][CH2:24][CH2:25][CH2:26]1.[O:34]1[CH2:35][CH2:36][CH2:37][CH2:38]1.[OH:30][C:31](=[O:32])[O-:33].[nH:1]1[n:2][cH:3][c:4]2[cH:5][c:6]([NH:10][C:11]([CH2:12][NH:13][CH2:14][c:15]3[cH:16][cH:17][cH:18][cH:19][cH:20]3)=[O:21])[cH:7][cH:8][c:9]12>>[nH:1]1[n:2][cH:3][c:4]2[cH:5][c:6]([NH:10][CH2:11][CH2:12][NH:13][CH2:14][c:15]3[cH:16][cH:17][cH:18][cH:19][cH:20]3)[cH:7][cH:8][c:9]12. Reactants: CCC1(CC)c2cc(O)ccc2CC(OC)C1NC(=O)OC(C)(C)C, ClCCl, Cl, C1COCCO1. The product is CCC1(CC)c2cc(O)ccc2CC(OC)C1N. Reaction SMILES: [C:1]([O:2][C:3](=[O:4])[NH:7][CH:8]1[C:9]([CH2:21][CH3:22])([CH2:23][CH3:24])[c:10]2[cH:11][c:12]([OH:20])[cH:13][cH:14][c:15]2[CH2:16][CH:17]1[O:18][CH3:19])([CH3:5])([CH3:6])[CH3:25].[Cl:33][CH2:34][Cl:35].[ClH:26].[O:27]1[CH2:28][CH2:29][O:30][CH2:31][CH2:32]1>>[NH2:7][CH:8]1[C:9]([CH2:21][CH3:22])([CH2:23][CH3:24])[c:10]2[cH:11][c:12]([OH:20])[cH:13][cH:14][c:15]2[CH2:16][CH:17]1[O:18][CH3:19]. Reactants: CN(C)C=O, O=C1NC(Cc2ccc(C(F)(F)F)cc2)C(c2ccc(F)cc2)O1, [H-], [Na+], O, ClCc1cccc2ccccc12. The product is O=C1OC(c2ccc(F)cc2)C(Cc2ccc(C(F)(F)F)cc2)N1Cc1cccc2ccccc12. RXN SMILES: [CH3:39][N:40]([CH3:41])[CH:42]=[O:43].[F:1][c:2]1[cH:3][cH:4][c:5]([CH:8]2[CH:9]([CH2:14][c:15]3[cH:16][cH:17][c:18]([C:21]([F:22])([F:23])[F:24])[cH:19][cH:20]3)[NH:10][C:11](=[O:13])[O:12]2)[cH:6][cH:7]1.[H-:25].[Na+:26].[OH2:44].[c:27]1([CH2:37][Cl:38])[cH:28][cH:29][cH:30][c:31]2[cH:32][cH:33][cH:34][cH:35][c:36]12>>[F:1][c:2]1[cH:3][cH:4][c:5]([CH:8]2[CH:9]([CH2:14][c:15]3[cH:16][cH:17][c:18]([C:21]([F:22])([F:23])[F:24])[cH:19][cH:20]3)[N:10]([CH2:37][c:27]3[cH:28][cH:29][cH:30][c:31]4[cH:32][cH:33][cH:34][cH:35][c:36]34)[C:11](=[O:13])[O:12]2)[cH:6][cH:7]1.